From a dataset of the Open Reaction Database (ORD), a public repository of structured organic reaction records. describe an organic reaction: reactants, conditions, products, and yield Reactants: C(C1=CC=CC=C1)O (benzyl alcohol), [Na] (sodium), C1C(O1)CCC2CO2 (1,5-hexadiene diepoxide). Solvent: O (water). Reaction conditions: time 0.5 hour. Yields the product C1(=CC=CC=C1)COCC1CCC(O1)CO (Tetrahydro-5-[(phenylmethoxy)methyl]-2-furanmethanol). Isolated yield 47.6%. Reaction SMILES: [CH2:1]([OH:8])[C:2]1[CH:7]=[CH:6][CH:5]=[CH:4][CH:3]=1.[Na].[CH2:10]1[O:12][CH:11]1[CH2:13][CH2:14][CH:15]1[O:17][CH2:16]1>O>[C:2]1([CH2:1][O:8][CH2:16][CH:15]2[O:17][CH:11]([CH2:10][OH:12])[CH2:13][CH2:14]2)[CH:7]=[CH:6][CH:5]=[CH:4][CH:3]=1 |^1:8|. Procedure: 100 ml of benzyl alcohol (0.97 mol) is cooled to 5° in an ice-bath and under a nitrogen atmosphere. 0.32 g of sodium (0.0139 mole; washed with hexane to remove the mineral oil) is slowly added to the rapidly stirred benzyl alcohol. The addition of the sodium is made at such a rate that the temperature remains below 20°. After the addition of the sodium has been completed the mixture is allowed to stir for 1/2 hour and slowly warmed to room temperature. Slowly, and with stirring 20 g of 1,5-hexad... The reactants are C([O-])([O-])=O.[K+].[K+] (Potassium carbonate), C(=O)(O)C(O)C(O)C(=O)O.C[C@H]1NCCC1 ((2R)-2-methylpyrrolidine tartrate), CC1=CC=C(C=C1)S(=O)(=O)OCCC=1OC2=C(C1)C=C(C=C2)C2=CC=C(C=C2)C#N (2-[5-(4-cyanophenyl)-1-benzofuran-2-yl]ethyl 4-methylbenzenesulfonate). Solvent: C(C)#N (acetonitrile). Conditions: temperature 55 celsius. Product: C[C@H]1N(CCC1)CCC=1OC2=C(C1)C=C(C=C2)C2=CC=C(C#N)C=C2 (4-(2-{2-[(2R)-2-methyl-1-pyrrolidinyl]ethyl}-1-benzofuran-5-yl)benzonitrile). RXN SMILES: C(=O)([O-])[O-].[K+].[K+].C(C(C(C(O)=O)O)O)(O)=O.[CH3:17][C@@H:18]1[CH2:22][CH2:21][CH2:20][NH:19]1.CC1C=CC(S(O[CH2:34][CH2:35][C:36]2[O:37][C:38]3[CH:44]=[CH:43][C:42]([C:45]4[CH:50]=[CH:49][C:48]([C:51]#[N:52])=[CH:47][CH:46]=4)=[CH:41][C:39]=3[CH:40]=2)(=O)=O)=CC=1>C(#N)C>[CH3:17][C@@H:18]1[CH2:22][CH2:21][CH2:20][N:19]1[CH2:34][CH2:35][C:36]1[O:37][C:38]2[CH:44]=[CH:43][C:42]([C:45]3[CH:50]=[CH:49][C:48]([C:51]#[N:52])=[CH:47][CH:46]=3)=[CH:41][C:39]=2[CH:40]=1 |f:0.1.2,3.4|. Reported procedure: Potassium carbonate powder (2.28 kg, 16.5 mol, 325 mesh) and milled (2R)-2-methylpyrrolidine tartrate (1.78 kg, 7.48 mol) were combined in acetonitrile (37.4 kg) and heated at 55° C. with agitation for 36 hours. The mixture was chilled to about 25° C., and the product from Example 1C (2.07 kg, 4.98 mol) was added to the mixture in portions. The reaction mixture was heated at 65° C. with -agitation for about 48 hours. The mixture was cooled to about 25° C., filtered, and the filtrate was concentr... Starting materials: [Al+3], ClCCl, CCOCC, [Cl-], [Cl-], [Cl-], COc1cc(F)c(F)cc1OC. The product is COc1cc(F)c(F)cc1O. Reaction SMILES: [Al+3:14].[CH2:22]([Cl:23])[Cl:24].[CH3:17][CH2:18][O:19][CH2:20][CH3:21].[Cl-:13].[Cl-:15].[Cl-:16].[F:1][c:2]1[c:3]([F:12])[cH:4][c:5]([O:10][CH3:11])[c:6]([O:8][CH3:9])[cH:7]1>>[F:1][c:2]1[c:3]([F:12])[cH:4][c:5]([OH:10])[c:6]([O:8][CH3:9])[cH:7]1. Starting materials: NC=1C=C(C=NC1)C1=CC(=C(C#N)C=C1)Cl (4-(5-amino-pyridin-3-yl)-2-chloro-benzonitrile), ClC1=C(C=CC=C1)CS(=O)(=O)Cl ((2-chloro-phenyl)-methanesulfonyl chloride). Solvent: N1=CC=CC=C1 (pyridine). The product is ClC=1C=C(C=CC1C#N)C=1C=C(C=NC1)NS(=O)(=O)CC1=C(C=CC=C1)Cl (N-[5-(3-chloro-4-cyano-phenyl)-pyridin-3-yl]-1-(2-chloro-phenyl)-methanesulfonamide). The yield is 41.5%. RXN SMILES: [NH2:1][C:2]1[CH:3]=[C:4]([C:8]2[CH:15]=[CH:14][C:11]([C:12]#[N:13])=[C:10]([Cl:16])[CH:9]=2)[CH:5]=[N:6][CH:7]=1.[Cl:17][C:18]1[CH:23]=[CH:22][CH:21]=[CH:20][C:19]=1[CH2:24][S:25](Cl)(=[O:27])=[O:26]>N1C=CC=CC=1>[Cl:16][C:10]1[CH:9]=[C:8]([C:4]2[CH:3]=[C:2]([NH:1][S:25]([CH2:24][C:19]3[CH:20]=[CH:21][CH:22]=[CH:23][C:18]=3[Cl:17])(=[O:26])=[O:27])[CH:7]=[N:6][CH:5]=2)[CH:15]=[CH:14][C:11]=1[C:12]#[N:13]. Procedure details: According to General Sulfonylation Procedure 2 in Example 1, to a solution of 4-(5-amino-pyridin-3-yl)-2-chloro-benzonitrile (20 mg, 87 μmol, 1 eq) in anhydrous pyridine (500 μl) was added (2-chloro-phenyl)-methanesulfonyl chloride (21.6 mg, 96 μmol, 1.1 eq). The crude product was purified by Isco Cornbiflash® Companion™ flash chromatography system on normal phase (4 g SiO2, flow rate 18 mL/min), eluting with mixtures of dichloromethane/methanol, to give N-[5-(3-chloro-4-cyano-phenyl)-pyridin-3-... Starting materials: C1CCOC1, CCOC(=O)c1ccc(C#Cc2ccc3c(c2)C(c2cccnc2)=CCC3(C)C)cc1, CCO, Cl, [Na+], [OH-]. Product: CC1(C)CC=C(c2cccnc2)c2cc(C#Cc3ccc(C(=O)O)cc3)ccc21. Reaction SMILES: [CH2:38]1[O:39][CH2:40][CH2:41][CH2:42]1.[CH3:1][C:2]1([CH3:31])[c:3]2[cH:4][cH:5][c:6]([C:18]#[C:19][c:20]3[cH:21][cH:22][c:23]([C:24](=[O:25])[O:26][CH2:27][CH3:28])[cH:29][cH:30]3)[cH:7][c:8]2[C:9]([c:12]2[cH:13][n:14][cH:15][cH:16][cH:17]2)=[CH:10][CH2:11]1.[CH3:35][CH2:36][OH:37].[ClH:34].[Na+:33].[OH-:32]>>[CH3:1][C:2]1([CH3:31])[c:3]2[cH:4][cH:5][c:6]([C:18]#[C:19][c:20]3[cH:21][cH:22][c:23]([C:24](=[O:25])[OH:26])[cH:29][cH:30]3)[cH:7][c:8]2[C:9]([c:12]2[cH:13][n:14][cH:15][cH:16][cH:17]2)=[CH:10][CH2:11]1. The reactants are O=[O+][O-] (O3), ozonides, CC12[C@H](C[C@H](CC1)\C(=C/CC=C(C)C)\C)O2 (trans-(Z)-1-methyl-4-(1,5-dimethyl-1,4-hexadienyl)-1,2-epoxycyclohexane), CSC (methyl sulfide), compound 8, compounds 8, ozonides. The solvent is C(Cl)Cl (CH2Cl2). The product is CC12C(CC(CC1)C(C)=O)O2 (1-methyl-4-acetyl-1,2-epoxycyclohexane), 13. As a reaction SMILES: [O:1]=[O+][O-].CSC.[CH3:7][C:8]12[O:22][C@H:9]1[CH2:10][C@@H:11](/[C:14](/C)=[CH:15]\CC=C(C)C)[CH2:12][CH2:13]2>C(Cl)Cl>[CH3:7][C:8]12[O:22][CH:9]1[CH2:10][CH:11]([C:14](=[O:1])[CH3:15])[CH2:12][CH2:13]2. Procedure: Compounds 8 and 9 were deoxygenated after the procedure of Delay and Ohloff, supra. These compounds dexoygenated (FIG. 1) individually or as a mixture, produced a single new compound that coeluted with 6 and matched the MS of synthetic 6. Isolated components in ca. 100 μl of CH2Cl2 were ozonized by addition of 100 μl of O3 -saturated CH2Cl2 at -78° C. (8341 Matheson Laboratory Ozonator), and ozonides were cleaved with methyl sulfide (30 μl; 40 μl/μl CH2Cl2). Compounds 12 and 13 (1-methyl-4-acety... Reactants: FC(C(=O)O)(F)F.ClC1=CC=C2C(=C1)NC([C@@]21[C@@H](N[C@H]([C@@H]1C1=C(C(=CC=C1)Cl)F)C(=O)O)CC(C)(C)C)=O ((2′S,3′R,4′S,5′R)-6-chloro-4′-(3-chloro-2-fluoro-phenyl)-2′-(2,2-dimethyl-propyl)-2-oxo-1,2-dihydro-spiro[indole-3,3′-pyrrolidine]-5′-carboxylic acid trifluoroacetic acid), NC1=CC=C(S1)C#N (5-amino-thiophene-2-carbonitrile), C(C)(C)N(CC)C(C)C (diisopropylethylamine), C1(=CC=CC=C1)P(=O)(C1=CC=CC=C1)Cl (diphenylphosphinic chloride). Yields the product C(#N)C1=CC=C(S1)NC(=O)[C@H]1[C@@H]([C@@]2([C@@H](N1)CC(C)(C)C)C(NC1=CC(=CC=C12)Cl)=O)C1=C(C(=CC=C1)Cl)F ((2′S,3′R,4′S,5′R)-6-chloro-4′-(3-chloro-2-fluoro-phenyl)-2′-(2,2-dimethyl-propyl)-2-oxo-1,2-dihydro-spiro[indole-3,3′-pyrrolidine]-5′-carboxylic acid (5-cyano-thiophen-2-yl)-amide). The yield is 26.6%. Reaction SMILES: FC(F)(F)C(O)=O.[Cl:8][C:9]1[CH:14]=[C:13]2[NH:15][C:16](=[O:38])[C@:17]3([C@@H:21]([C:22]4[CH:27]=[CH:26][CH:25]=[C:24]([Cl:28])[C:23]=4[F:29])[C@H:20]([C:30](O)=[O:31])[NH:19][C@H:18]3[CH2:33][C:34]([CH3:37])([CH3:36])[CH3:35])[C:12]2=[CH:11][CH:10]=1.C(N(C(C)C)CC)(C)C.C1(P(Cl)(C2C=CC=CC=2)=O)C=CC=CC=1.[NH2:63][C:64]1[S:68][C:67]([C:69]#[N:70])=[CH:66][CH:65]=1>>[C:69]([C:67]1[S:68][C:64]([NH:63][C:30]([C@@H:20]2[NH:19][C@@H:18]([CH2:33][C:34]([CH3:36])([CH3:35])[CH3:37])[C@:17]3([C:12]4[C:13](=[CH:14][C:9]([Cl:8])=[CH:10][CH:11]=4)[NH:15][C:16]3=[O:38])[C@H:21]2[C:22]2[CH:27]=[CH:26][CH:25]=[C:24]([Cl:28])[C:23]=2[F:29])=[O:31])=[CH:65][CH:66]=1)#[N:70] |f:0.1|. Reported procedure: In a manner similar to the method described in Example 5, chiral (2′S,3′R,4′S,5′R)-6-chloro-4′-(3-chloro-2-fluoro-phenyl)-2′-(2,2-dimethyl-propyl)-2-oxo-1,2-dihydro-spiro[indole-3,3′-pyrrolidine]-5′-carboxylic acid trifluoroacetic acid prepared in Example 136 (0.46 g, 0.79 mmol), was reacted with diisopropylethylamine (0.51 g, 4 mmol), diphenylphosphinic chloride (0.38 g, 1.6 mmol), then reacted with 5-amino-thiophene-2-carbonitrile prepared in Example 186 (0.15 g, 1.2 mmol) to give chiral (2′S,... The reactants are CC(C)CN, [Cl-], CC(C)N(C)c1cc2c(cc1Cl)NC(=O)CC(c1cccc(-n3nncc3CO)c1)=N2, ClCCl, CN(C)C=O, O=S(Cl)Cl. Product: CC(C)CNCc1cnnn1-c1cccc(C2=Nc3cc(N(C)C(C)C)c(Cl)cc3NC(=O)C2)c1. Reaction SMILES: [CH2:37]([CH:38]([CH3:39])[CH3:40])[NH2:41].[Cl-:36].[Cl:1][c:2]1[c:3]([N:27]([CH3:28])[CH:29]([CH3:30])[CH3:31])[cH:4][c:5]2[c:6]([cH:26]1)[NH:7][C:8](=[O:25])[CH2:9][C:10]([c:12]1[cH:13][c:14](-[n:18]3[n:19][n:20][cH:21][c:22]3[CH2:23][OH:24])[cH:15][cH:16][cH:17]1)=[N:11]2.[Cl:42][CH2:43][Cl:44].[O:45]=[CH:46][N:47]([CH3:48])[CH3:49].[S:32]([Cl:33])([Cl:34])=[O:35]>>[Cl:1][c:2]1[c:3]([N:27]([CH3:28])[CH:29]([CH3:30])[CH3:31])[cH:4][c:5]2[c:6]([cH:26]1)[NH:7][C:8](=[O:25])[CH2:9][C:10]([c:12]1[cH:13][c:14](-[n:18]3[n:19][n:20][cH:21][c:22]3[CH2:23][NH:41][CH2:37][CH:38]([CH3:39])[CH3:40])[cH:15][cH:16][cH:17]1)=[N:11]2.